Dataset: the Open Reaction Database (ORD), a public repository of structured organic reaction records. Task: describe an organic reaction: reactants, conditions, products, and yield The reactants are Cl (hydrochloric acid), OC=1C=C(C(=O)OC)C=C(C1)O[C@H](COC)C (methyl 3-hydroxy-5-[(1S)-2-methoxy-(1-methylethyl)oxy]benzoate), N1(CCC1)C(=O)C=1C=C(C(=NC1)Cl)Cl (5-(azetidin-1-ylcarbonyl)-2,3-dichloropyridine), C([O-])([O-])=O.[K+].[K+] (potassium carbonate). Solvent: CC(=O)N(C)C (DMA), O (water). Reaction conditions: temperature 120 celsius, time 16 hour. Product: N1(CCC1)C(=O)C=1C=C(C(=NC1)OC=1C=C(C(=O)OC)C=C(C1)O[C@H](COC)C)Cl (methyl 3-{[5-(azetidin-1-ylcarbonyl)-3-chloropyridin-2-yl]oxy}-5-{[(1S)-1-methyl-2-(methyloxy)ethyl]oxy}benzoate). RXN SMILES: [OH:1][C:2]1[CH:3]=[C:4]([CH:9]=[C:10]([O:12][C@@H:13]([CH3:17])[CH2:14][O:15][CH3:16])[CH:11]=1)[C:5]([O:7][CH3:8])=[O:6].[N:18]1([C:22]([C:24]2[CH:25]=[C:26]([Cl:31])[C:27](Cl)=[N:28][CH:29]=2)=[O:23])[CH2:21][CH2:20][CH2:19]1.C(=O)([O-])[O-].[K+].[K+].Cl>CC(N(C)C)=O.O>[N:18]1([C:22]([C:24]2[CH:25]=[C:26]([Cl:31])[C:27]([O:1][C:2]3[CH:3]=[C:4]([CH:9]=[C:10]([O:12][C@@H:13]([CH3:17])[CH2:14][O:15][CH3:16])[CH:11]=3)[C:5]([O:7][CH3:8])=[O:6])=[N:28][CH:29]=2)=[O:23])[CH2:21][CH2:20][CH2:19]1 |f:2.3.4|. Procedure: A mixture of methyl 3-hydroxy-5-[(1S)-2-methoxy-(1-methylethyl)oxy]benzoate (240 mg, 0.1 mmol), 5-(azetidin-1-ylcarbonyl)-2,3-dichloropyridine (278 mg, 1.2 mmol) and potassium carbonate (276 mg, 2.0 mmol) in DMA (5 mL) was stirred at 120° C. for 16 hours. The solution was poured into water (30 mL) and acidified with 1N hydrochloric acid before being extracted with ethyl acetate (3×20 mL). The combined organics were washed with brine (20 mL), dried (MgSO4), filtered and the solvent removed in vac... Starting materials: CC1(C)OB(c2ccc(CBr)cc2)OC1(C)C, CN1CCNCC1, CO, [K+], [K+], O=C([O-])[O-], CN(C)C=O. Yields the product CN1CCN(Cc2ccc(B3OC(C)(C)C(C)(C)O3)cc2)CC1. RXN SMILES: [Br:1][CH2:2][c:3]1[cH:4][cH:5][c:6]([B:9]2[O:10][C:11]([CH3:16])([CH3:17])[C:12]([CH3:14])([CH3:15])[O:13]2)[cH:7][cH:8]1.[CH3:18][N:19]1[CH2:20][CH2:21][NH:22][CH2:23][CH2:24]1.[CH3:36][OH:37].[K+:25].[K+:26].[O-:27][C:28]([O-:29])=[O:30].[O:31]=[CH:32][N:33]([CH3:34])[CH3:35]>>[CH2:2]([c:3]1[cH:4][cH:5][c:6]([B:9]2[O:10][C:11]([CH3:16])([CH3:17])[C:12]([CH3:14])([CH3:15])[O:13]2)[cH:7][cH:8]1)[N:22]1[CH2:21][CH2:20][N:19]([CH3:18])[CH2:24][CH2:23]1. Reactants: CC1(C)CCCC(C)(C)N1O, CC#N, [O-][Cl+][O-], OCCn1cnc2cccc(F)c21, [Na+], [Na+], [Na+], [Na+], O, O=P([O-])([O-])[O-]. Product: O=C(O)Cn1cnc2cccc(F)c21. As a reaction SMILES: [CH3:14][C:15]1([CH3:24])[N:16]([O:17])[C:18]([CH3:19])([CH3:20])[CH2:21][CH2:22][CH2:23]1.[CH3:29][C:30]#[N:31].[Cl+:25]([O-:26])[O-:27].[F:1][c:2]1[cH:3][cH:4][cH:5][c:6]2[c:7]1[n:8]([CH2:11][CH2:12][OH:13])[cH:9][n:10]2.[Na+:28].[Na+:37].[Na+:38].[Na+:39].[OH2:40].[P:32]([O-:33])([O-:34])([O-:35])=[O:36]>>[F:1][c:2]1[cH:3][cH:4][cH:5][c:6]2[c:7]1[n:8]([CH2:11][C:12](=[O:13])[OH:26])[cH:9][n:10]2. Starting materials: ClCCl, CS(=O)(=O)Cl, Nc1cc(C(c2cc(F)ccc2F)S(=O)(=O)c2ccc(F)cc2)c(Cl)cn1, c1ccncc1. Yields the product CS(=O)(=O)Nc1cc(C(c2cc(F)ccc2F)S(=O)(=O)c2ccc(F)cc2)c(Cl)cn1. Reaction SMILES: [CH2:39]([Cl:40])[Cl:41].[CH3:34][S:35]([Cl:36])(=[O:37])=[O:38].[Cl:1][c:2]1[c:3]([CH:9]([S:10](=[O:11])(=[O:12])[c:13]2[cH:14][cH:15][c:16]([F:19])[cH:17][cH:18]2)[c:20]2[c:21]([F:27])[cH:22][cH:23][c:24]([F:26])[cH:25]2)[cH:4][c:5]([NH2:8])[n:6][cH:7]1.[cH:28]1[cH:29][cH:30][n:31][cH:32][cH:33]1>>[Cl:1][c:2]1[c:3]([CH:9]([S:10](=[O:11])(=[O:12])[c:13]2[cH:14][cH:15][c:16]([F:19])[cH:17][cH:18]2)[c:20]2[c:21]([F:27])[cH:22][cH:23][c:24]([F:26])[cH:25]2)[cH:4][c:5]([NH:8][S:35]([CH3:34])(=[O:37])=[O:38])[n:6][cH:7]1. The reactants are CC(=O)OC1CCN(C(C)(C)c2ccccc2)C(=O)C1c1ccccc1, C1CCC2=NCCCN2CC1, Cc1ccccc1. Product: CC(C)(c1ccccc1)N1CCC=C(c2ccccc2)C1=O. As a reaction SMILES: [C:1]([O:2][CH:5]1[CH:6]([c:21]2[cH:22][cH:23][cH:24][cH:25][cH:26]2)[C:7](=[O:20])[N:8]([C:11]([c:12]2[cH:13][cH:14][cH:15][cH:16][cH:17]2)([CH3:18])[CH3:19])[CH2:9][CH2:10]1)(=[O:3])[CH3:4].[CH2:27]1[CH2:28][CH2:29][C:30]2=[N:35][CH2:34][CH2:33][CH2:32][N:31]2[CH2:36][CH2:37]1.[CH3:38][c:39]1[cH:40][cH:41][cH:42][cH:43][cH:44]1>>[CH:5]1=[C:6]([c:21]2[cH:22][cH:23][cH:24][cH:25][cH:26]2)[C:7](=[O:20])[N:8]([C:11]([c:12]2[cH:13][cH:14][cH:15][cH:16][cH:17]2)([CH3:18])[CH3:19])[CH2:9][CH2:10]1.